Dataset: the Open Reaction Database (ORD), a public repository of structured organic reaction records. Task: describe an organic reaction: reactants, conditions, products, and yield Starting materials: CC(C)(C)OC(=O)COc1ccc(C(=O)OCc2ccccc2)cc1OCC(=O)OC(C)(C)C, CCOC(C)=O, C, CCCCCC, CCOC(C)=O, [H][H], [Pd]. The product is CC(C)(C)OC(=O)COc1ccc(C(=O)O)cc1OCC(=O)OC(C)(C)C. RXN SMILES: [C:1]([CH3:2])([CH3:3])([CH3:4])[O:5][C:6](=[O:7])[CH2:8][O:9][c:10]1[cH:11][c:12]([C:13](=[O:14])[O:15][CH2:16][c:17]2[cH:18][cH:19][cH:20][cH:21][cH:22]2)[cH:23][cH:24][c:25]1[O:26][CH2:27][C:28](=[O:29])[O:30][C:31]([CH3:32])([CH3:33])[CH3:34].[C:43]([O:44][CH2:45][CH3:46])(=[O:47])[CH3:48].[C:55].[CH3:37][CH2:38][CH2:39][CH2:40][CH2:41][CH3:42].[CH3:49][CH2:50][O:51][C:52](=[O:53])[CH3:54].[H:35][H:36].[Pd:56]>>[C:1]([CH3:2])([CH3:3])([CH3:4])[O:5][C:6](=[O:7])[CH2:8][O:9][c:10]1[cH:11][c:12]([C:13](=[O:14])[OH:15])[cH:23][cH:24][c:25]1[O:26][CH2:27][C:28](=[O:29])[O:30][C:31]([CH3:32])([CH3:33])[CH3:34]. Reactants: COc1cc2c(cc1OC)C(c1ccccc1)N(C(=O)Cl)CC2, CC(C)NCCN(C(C)C)C(C)C, O=C(Cl)c1nccc2ccccc12. Product: COc1cc2c(cc1OC)C(c1ccccc1)N(C(=O)N(CCN(C(C)C)C(C)C)C(C)C)CC2. Reaction SMILES: [CH3:14][O:15][c:16]1[cH:17][c:18]2[c:23]([cH:24][c:25]1[O:26][CH3:27])[CH:22]([c:28]1[cH:29][cH:30][cH:31][cH:32][cH:33]1)[N:21]([C:34](=[O:35])[Cl:36])[CH2:20][CH2:19]2.[CH:1]([CH3:2])([CH3:3])[N:4]([CH2:5][CH2:6][NH:7][CH:8]([CH3:9])[CH3:10])[CH:11]([CH3:12])[CH3:13].[c:37]1([C:38]([Cl:39])=[O:40])[c:41]2[c:42]([cH:43][cH:44][cH:45][cH:46]2)[cH:47][cH:48][n:49]1>>[CH:1]([CH3:2])([CH3:3])[N:4]([CH2:5][CH2:6][N:7]([CH:8]([CH3:9])[CH3:10])[C:34]([N:21]1[CH2:20][CH2:19][c:18]2[cH:17][c:16]([O:15][CH3:14])[c:25]([O:26][CH3:27])[cH:24][c:23]2[CH:22]1[c:28]1[cH:29][cH:30][cH:31][cH:32][cH:33]1)=[O:35])[CH:11]([CH3:12])[CH3:13]. The reactants are CC(C)(C)OC(=O)C=Cc1ccc(C=O)c(F)c1, ClCCl, O=C(O)C(F)(F)F. Product: O=Cc1ccc(C=CC(=O)O)cc1F. As a reaction SMILES: [C:1]([CH3:2])([CH3:3])([CH3:4])[O:5][C:6]([CH:7]=[CH:8][c:9]1[cH:10][c:11]([F:17])[c:12]([CH:15]=[O:16])[cH:13][cH:14]1)=[O:18].[Cl:19][CH2:20][Cl:21].[OH:22][C:23]([C:24]([F:25])([F:26])[F:27])=[O:28]>>[O:5]=[C:6]([CH:7]=[CH:8][c:9]1[cH:10][c:11]([F:17])[c:12]([CH:15]=[O:16])[cH:13][cH:14]1)[OH:18]. Starting materials: C(C)OC(C(C(C)CCCCCCOC=1C=C(CC(C1)(C1=CSC=C1)C=1C(N(C(=CC1C(F)(F)F)C)C)=O)C1=CC2=C(OCO2)C=C1)OC1=C(C=CC=C1)CCC(=O)OCC)=O (3-{6-[3-benzo[1,3]dioxol-5-yl-5-(1,6-dimethyl-2-oxo-4-trifluoromethyl-1,2-dihydro-pyridin-3-yl)-5-thiophen-3-yl-phenoxy]-hexyl}-(2-(2-ethoxycarbonyl-ethyl)-phenoxy)-butyric acid ethyl ester), [OH-].[Na+] (sodium hydroxide). Yields the product O1COC2=C1C=CC(=C2)C2=CC(OCCCCCCC(C(C(=O)O)OC1=C(C=CC=C1)CCC(=O)O)C)=CC(C2)(C2=CSC=C2)C=2C(N(C(=CC2C(F)(F)F)C)C)=O (3-{6-[3-benzo[1,3]dioxol-5-yl-5-(1,6-dimethyl-2-oxo-4-trifluoromethyl-1,2-dihydro-pyridin-3-yl)-5-thiophen-3-yl-phenoxy]-hexyl}-(2-(2-carboxy-ethyl)-phenoxy)-butyric acid). Yield: 81.1%. RXN SMILES: C([O:3][C:4](=[O:62])[CH:5]([O:48][C:49]1[CH:54]=[CH:53][CH:52]=[CH:51][C:50]=1[CH2:55][CH2:56][C:57]([O:59]CC)=[O:58])[CH:6]([CH2:8][CH2:9][CH2:10][CH2:11][CH2:12][CH2:13][O:14][C:15]1[CH:16]=[C:17]([C:39]2[CH:47]=[CH:46][C:42]3[O:43][CH2:44][O:45][C:41]=3[CH:40]=2)[CH2:18][C:19]([C:26]2[C:27](=[O:38])[N:28]([CH3:37])[C:29]([CH3:36])=[CH:30][C:31]=2[C:32]([F:35])([F:34])[F:33])([C:21]2[CH:25]=[CH:24][S:23][CH:22]=2)[CH:20]=1)[CH3:7])C.[OH-].[Na+]>>[O:43]1[C:42]2[CH:46]=[CH:47][C:39]([C:17]3[CH2:18][C:19]([C:26]4[C:27](=[O:38])[N:28]([CH3:37])[C:29]([CH3:36])=[CH:30][C:31]=4[C:32]([F:33])([F:34])[F:35])([C:21]4[CH:25]=[CH:24][S:23][CH:22]=4)[CH:20]=[C:15]([O:14][CH2:13][CH2:12][CH2:11][CH2:10][CH2:9][CH2:8][CH:6]([CH3:7])[CH:5]([O:48][C:49]4[CH:54]=[CH:53][CH:52]=[CH:51][C:50]=4[CH2:55][CH2:56][C:57]([OH:59])=[O:58])[C:4]([OH:62])=[O:3])[CH:16]=3)=[CH:40][C:41]=2[O:45][CH2:44]1 |f:1.2|. Procedure: A similar procedure as described in Example 1, step 3 was used, starting from 4-[3-{6-[3-benzo[1,3]dioxol-5-yl-5-(1,6-dimethyl-2-oxo-4-trifluoromethyl-1,2-dihydro-pyridin-3-yl)-5-thiophen-3-yl-phenoxy]-hexyl}-(2-(2-ethoxycarbonyl-ethyl)-phenoxy)-butyric acid ethyl ester (15 mg, 0.018 mmol) and 1.0 N aqueous sodium hydroxide (2 mL) to afford 4-[3-{6-[3-benzo[1,3]dioxol-5-yl-5-(1,6-dimethyl-2-oxo-4-trifluoromethyl-1,2-dihydro-pyridin-3-yl)-5-thiophen-3-yl-phenoxy]-hexyl}-(2-(2-carboxy-ethyl)-pheno... Reactants: CSSC (dimethyl disulphide), N(=O)OC(C)(C)C (t-Butyl nitrite), ClC1=CC(=C(N)C=C1)C (4-chloro-2-methylaniline), CSSC (dimethyl disulphide), ClC1=CC(=C(N)C=C1)C (4-chloro-2-methylaniline), N(=O)OC(C)(C)C (t-butyl nitrite), ClC1=CC(=C(N)C=C1)C (4-chloro-2-methylaniline), N(=O)OC(C)(C)C (t-butyl nitrite). Solvent: C(Cl)(Cl)Cl (chloroform), C(Cl)(Cl)Cl (chloroform), C(Cl)(Cl)Cl (chloroform). Run at temperature 70 celsius, time 2 hour. Product: ClC=1C=CC(=C(C1)C)SC (5-chloro-2-(methylsulphenyl)toluene). The yield is 908.2%. RXN SMILES: N(OC(C)(C)C)=O.[Cl:8][C:9]1[CH:15]=[CH:14][C:12](N)=[C:11]([CH3:16])[CH:10]=1.[CH3:17][S:18]SC>C(Cl)(Cl)Cl>[Cl:8][C:9]1[CH:15]=[CH:14][C:12]([S:18][CH3:17])=[C:11]([CH3:16])[CH:10]=1. Procedure details: t-Butyl nitrite (1.52 g) was added to a mixture of 4-chloro-2-methylaniline (2.0 g) and dimethyl disulphide (14.49 g) in chloroform. The mixture was heated to 70° C. to initiate the reaction. A solution of 4-chloro-2-methylaniline (9.0 g) in chloroform and t-butyl nitrite (7.25 g) were added simultaneously while maintaining the temperature in the range 60°-70° C. Further dimethyl disulphide (11.83 g) was added followed by the simultaneous addition of a solution of 4-chloro-2-methylaniline (9.0 g... The reactants are FC1=C(C(=C(C=C1)O)C)NCC1=CC(=CC(=C1)C)C1=CC(=CC=C1)F (4-fluoro-3-[[3-(3-fluorophenyl)-5-methyl-phenyl]methylamino]-2-methyl-phenol), C(=O)([O-])[O-].[Cs+].[Cs+] (Cs2CO3), O (Water), BrCC(=O)OC(C)C (isopropyl bromoacetate). Solvent: CN(C)C=O (DMF). Reaction conditions: time 30 minute. Product: FC1=C(C(=C(OCC(=O)OC(C)C)C=C1)C)NCC1=CC(=CC(=C1)C)C1=CC(=CC=C1)F (Isopropyl 2-[4-fluoro-3-[[3-(3-fluorophenyl)-5-methyl-phenyl]methylamino]-2-methyl-phenoxy]acetate). Isolated yield 75.9%. RXN SMILES: [F:1][C:2]1[CH:7]=[CH:6][C:5]([OH:8])=[C:4]([CH3:9])[C:3]=1[NH:10][CH2:11][C:12]1[CH:17]=[C:16]([CH3:18])[CH:15]=[C:14]([C:19]2[CH:24]=[CH:23][CH:22]=[C:21]([F:25])[CH:20]=2)[CH:13]=1.C([O-])([O-])=O.[Cs+].[Cs+].Br[CH2:33][C:34]([O:36][CH:37]([CH3:39])[CH3:38])=[O:35].O>CN(C=O)C>[F:1][C:2]1[CH:7]=[CH:6][C:5]([O:8][CH2:33][C:34]([O:36][CH:37]([CH3:39])[CH3:38])=[O:35])=[C:4]([CH3:9])[C:3]=1[NH:10][CH2:11][C:12]1[CH:17]=[C:16]([CH3:18])[CH:15]=[C:14]([C:19]2[CH:24]=[CH:23][CH:22]=[C:21]([F:25])[CH:20]=2)[CH:13]=1 |f:1.2.3|. Procedure details: To a solution of 4-fluoro-3-[[3-(3-fluorophenyl)-5-methyl-phenyl]methylamino]-2-methyl-phenol (324 mg, 0.95 mmol, 1.0 eq) in DMF (15 mL) was added Cs2CO3 (467 mg, 1.43 mmol, 1.5 eq). The reaction mixture was stirred at room temperature for 30 min, then isopropyl bromoacetate (207 mg, 1.15 mmol, 1.2 eq) was added and stirring continued for a further 1 h. Water was added and the aqueous layer was extracted with EtOAc. The organic extract was washed with water and brine, dried (Na2SO4), filtered an...